This data is from the Open Reaction Database (ORD), a public repository of structured organic reaction records. The task is: describe an organic reaction: reactants, conditions, products, and yield The reactants are OC=1C=CC2=C(SC(=C2C(=O)C2=CC=C(C=C2)OCCN2CCCCC2)C2=CC=C(C=C2)S(=O)(=O)CCCC)C1 ([6-hydroxy-2-[4-(n-butylsulfonoyl)-phenyl]benzo[b]-thien-3-yl]-[4-[2-(1-piperidinyl)ethoxy]phenyl]methanone), Cl.C(C)OCC (hydrogen chloride diethyl ether). Solvent: C(C)(=O)OCC (ethyl acetate). Product: Cl.OC=1C=CC2=C(SC(=C2C(=O)C2=CC=C(C=C2)OCCN2CCCCC2)C2=CC=C(C=C2)S(=O)(=O)CCCC)C1 ([6-hydroxy-2-[4-(n-butylsulfonoyl)-phenyl]benzo[b]thien-3-yl]-[4-[2-(1-piperidinyl)ethoxy]phenyl]methanone hydrochloride). As a reaction SMILES: [OH:1][C:2]1[CH:3]=[CH:4][C:5]2[C:9]([C:10]([C:12]3[CH:17]=[CH:16][C:15]([O:18][CH2:19][CH2:20][N:21]4[CH2:26][CH2:25][CH2:24][CH2:23][CH2:22]4)=[CH:14][CH:13]=3)=[O:11])=[C:8]([C:27]3[CH:32]=[CH:31][C:30]([S:33]([CH2:36][CH2:37][CH2:38][CH3:39])(=[O:35])=[O:34])=[CH:29][CH:28]=3)[S:7][C:6]=2[CH:40]=1.[ClH:41].C(OCC)C>C(OCC)(=O)C>[ClH:41].[OH:1][C:2]1[CH:3]=[CH:4][C:5]2[C:9]([C:10]([C:12]3[CH:13]=[CH:14][C:15]([O:18][CH2:19][CH2:20][N:21]4[CH2:22][CH2:23][CH2:24][CH2:25][CH2:26]4)=[CH:16][CH:17]=3)=[O:11])=[C:8]([C:27]3[CH:28]=[CH:29][C:30]([S:33]([CH2:36][CH2:37][CH2:38][CH3:39])(=[O:35])=[O:34])=[CH:31][CH:32]=3)[S:7][C:6]=2[CH:40]=1 |f:1.2,4.5|. Procedure: 1.7 g of [6-hydroxy-2-[4-(n-butylsulfonoyl)-phenyl]benzo[b]-thien-3-yl]-[4-[2-(1-piperidinyl)ethoxy]phenyl]methanone (2.86 mmol) was dissolved in ethyl acetate and a saturated solution of hydrogen chloride-diethyl ether was added. A thick white precipitate formed. The liquid was decanted off. The remaining solid was triturated with diethyl ether (2×) and dried to afford 1.57 g of the title compound as a white amorphous powder.